Dataset: the Open Reaction Database (ORD), a public repository of structured organic reaction records. Task: describe an organic reaction: reactants, conditions, products, and yield The reactants are BrC=1C=C(C(=NC1)Cl)[N+](=O)[O-] (5-bromo-2-chloro-3-nitropyridine), CN(C)C=O (DMF), C([O-])([O-])=O.[K+].[K+] (potassium carbonate), C(CC(=O)OC)(=O)OC (dimethyl malonate). Product: BrC=1C=C(C(=NC1)C(C(=O)OC)C(=O)OC)[N+](=O)[O-] (Dimethyl 2-(5-bromo-3-nitropyridin-2-yl)malonate). As a reaction SMILES: [Br:1][C:2]1[CH:3]=[C:4]([N+:9]([O-:11])=[O:10])[C:5](Cl)=[N:6][CH:7]=1.C(=O)([O-])[O-].[K+].[K+].[C:18]([O:25][CH3:26])(=[O:24])[CH2:19][C:20]([O:22][CH3:23])=[O:21].CN(C=O)C>>[Br:1][C:2]1[CH:3]=[C:4]([N+:9]([O-:11])=[O:10])[C:5]([CH:19]([C:18]([O:25][CH3:26])=[O:24])[C:20]([O:22][CH3:23])=[O:21])=[N:6][CH:7]=1 |f:1.2.3|. Procedure details: Prepared according to procedure G using 5-bromo-2-chloro-3-nitropyridine (25 g, 105 mmol) and potassium carbonate (44 g, 316 mmol), dimethyl malonate (18 mL, 158 mmol) in DMF (105 mL, 105 mmol). After purification dimethyl 2-(5-bromo-3-nitropyridin-2-yl)malonate was obtained as a dark liquid. Mass Spectrum (ESI) m/e=333 [(M+1) (79Br)] and 335 [(M+1) (81Br)]. Reactants: ClCCl, OCCc1cccc(C2COC2)c1, Cc1ccc(S(=O)(=O)Cl)cc1, c1ccncc1. Yields the product Cc1ccc(S(=O)(=O)OCCc2cccc(C3COC3)c2)cc1. Reaction SMILES: [Cl:14][CH2:15][Cl:16].[O:1]1[CH2:2][CH:3]([c:5]2[cH:6][c:7]([CH2:11][CH2:12][OH:13])[cH:8][cH:9][cH:10]2)[CH2:4]1.[c:17]1([CH3:27])[cH:18][cH:19][c:20]([S:23](=[O:24])(=[O:25])[Cl:26])[cH:21][cH:22]1.[cH:28]1[cH:29][cH:30][n:31][cH:32][cH:33]1>>[O:1]1[CH2:2][CH:3]([c:5]2[cH:6][c:7]([CH2:11][CH2:12][O:13][S:23]([c:20]3[cH:19][cH:18][c:17]([CH3:27])[cH:22][cH:21]3)(=[O:24])=[O:25])[cH:8][cH:9][cH:10]2)[CH2:4]1.